From a dataset of the Open Reaction Database (ORD), a public repository of structured organic reaction records. describe an organic reaction: reactants, conditions, products, and yield Reactants: COc1ccc(OC)c(C=O)c1, CC(C)(C)[O-], Cl, [K+], CN(C)C=O, Cc1ccnc(-c2ccccc2)c1. Yields the product COc1ccc(OC)c(C=Cc2ccnc(-c3ccccc3)c2)c1. As a reaction SMILES: [CH3:15][O:16][c:17]1[c:18]([CH:19]=[O:20])[cH:21][c:22]([O:25][CH3:26])[cH:23][cH:24]1.[CH3:27][C:28]([CH3:29])([O-:30])[CH3:31].[ClH:1].[K+:32].[O:33]=[CH:34][N:35]([CH3:36])[CH3:37].[c:2]1(-[c:8]2[n:9][cH:10][cH:11][c:12]([CH3:14])[cH:13]2)[cH:3][cH:4][cH:5][cH:6][cH:7]1>>[c:2]1(-[c:8]2[n:9][cH:10][cH:11][c:12]([CH:14]=[CH:19][c:18]3[c:17]([O:16][CH3:15])[cH:24][cH:23][c:22]([O:25][CH3:26])[cH:21]3)[cH:13]2)[cH:3][cH:4][cH:5][cH:6][cH:7]1. Starting materials: FC(C1=CC=C(C(N1)=O)C(=O)OC)F (methyl 6-(difluoromethyl)-2-oxo-1,2-dihydropyridine-3-carboxylate), [OH-].[Li+] (lithium hydroxide). Run in CO (methanol), O (water). Product: FC(C1=CC=C(C(N1)=O)C(=O)O)F (6-(Difluoromethyl)-2-oxo-1,2-dihydropyridine-3-carboxylic acid). As a reaction SMILES: [F:1][CH:2]([F:14])[C:3]1[NH:8][C:7](=[O:9])[C:6]([C:10]([O:12]C)=[O:11])=[CH:5][CH:4]=1.[OH-].[Li+]>CO.O>[F:14][CH:2]([F:1])[C:3]1[NH:8][C:7](=[O:9])[C:6]([C:10]([OH:12])=[O:11])=[CH:5][CH:4]=1 |f:1.2|. Procedure details: 7.4 g (36.4 mmol) of methyl 6-(difluoromethyl)-2-oxo-1,2-dihydropyridine-3-carboxylate were dissolved in 100 ml of methanol, and a solution of 1.3 g (54.6 mmol) of lithium hydroxide in 50 ml of water was added. After two hours of heating under reflux, the mixture was concentrated to a volume of about 50 ml and the solution was washed with dichloromethane. The aqueous phase was then acidified with 2N hydrochloric acid and extracted with ethyl acetate. Drying and concentration of the extract gave ...